describe an organic reaction: reactants, conditions, products, and yield From a dataset of the Open Reaction Database (ORD), a public repository of structured organic reaction records. Procedure details: A solution of TFA (5 mL) and tert-butyl(tert-butoxycarbonylamino)(3-(4-((5-(2-(4-chloro-3-methoxyphenyl)propan-2-yl)-1-(4-fluorophenyl)-1H-imidazol-2-ylthio)methyl)-3,5-difluorophenoxy)propylamino)methylenecarbamate (559 mg, 0.57 mmol) in DCM (1 mL) was stirred 1 h and purified by preparative HPLC (30-100%, CH3CN/H2O with 0.05% TFA) to yield the title compound as a white solid (157 mg, 45%, 2 steps). 1HNMR (400 MHz, CD3CN) δ 7.25-7.10 (m, 2H), 6.88-6.78 (m, 2H), 6.56 (d, J=2.0 Hz, 1H), 6.50 (m, ... Reaction SMILES: [C:1]([OH:7])([C:3]([F:6])([F:5])[F:4])=[O:2].C(OC(=O)[N:14]=[C:15]([NH:55]C(OC(C)(C)C)=O)[NH:16][CH2:17][CH2:18][CH2:19][O:20][C:21]1[CH:26]=[C:25]([F:27])[C:24]([CH2:28][S:29][C:30]2[N:31]([C:47]3[CH:52]=[CH:51][C:50]([F:53])=[CH:49][CH:48]=3)[C:32]([C:35]([C:38]3[CH:43]=[CH:42][C:41]([Cl:44])=[C:40]([O:45][CH3:46])[CH:39]=3)([CH3:37])[CH3:36])=[CH:33][N:34]=2)=[C:23]([F:54])[CH:22]=1)(C)(C)C>C(Cl)Cl>[F:4][C:3]([F:6])([F:5])[C:1]([O-:7])=[O:2].[NH2:55][C:15]([NH:16][CH2:17][CH2:18][CH2:19][O:20][C:21]1[CH:26]=[C:25]([F:27])[C:24]([CH2:28][S:29][C:30]2[N:31]([C:47]3[CH:48]=[CH:49][C:50]([F:53])=[CH:51][CH:52]=3)[C:32]([C:35]([C:38]3[CH:43]=[CH:42][C:41]([Cl:44])=[C:40]([O:45][CH3:46])[CH:39]=3)([CH3:37])[CH3:36])=[CH:33][N:34]=2)=[C:23]([F:54])[CH:22]=1)=[NH2+:14] |f:3.4|. The product is FC(C(=O)[O-])(F)F.NC(=[NH2+])NCCCOC1=CC(=C(C(=C1)F)CSC=1N(C(=CN1)C(C)(C)C1=CC(=C(C=C1)Cl)OC)C1=CC=C(C=C1)F)F (Amino(3-(4-((5-(2-(4-chloro-3-methoxyphenyl)propan-2-yl)-1-(4-fluorophenyl)-1H-imidazol-2-ylthio)methyl)-3,5-difluorophenoxy)propylamino)methaniminium 2,2,2-trifluoroacetate). Isolated yield 45.0%. The reactants are C(=O)(C(F)(F)F)O (TFA), C(C)(C)(C)OC(N=C(NCCCOC1=CC(=C(C(=C1)F)CSC=1N(C(=CN1)C(C)(C)C1=CC(=C(C=C1)Cl)OC)C1=CC=C(C=C1)F)F)NC(=O)OC(C)(C)C)=O (tert-butyl(tert-butoxycarbonylamino)(3-(4-((5-(2-(4-chloro-3-methoxyphenyl)propan-2-yl)-1-(4-fluorophenyl)-1H-imidazol-2-ylthio)methyl)-3,5-difluorophenoxy)propylamino)methylenecarbamate). Solvent: C(Cl)Cl (DCM). Starting materials: CN(CC#CC=1C=C2C(=NC1)NC=C2)C (Dimethyl-[3-(1H-pyrrolo[2,3-b]pyridin-5-yl)-prop-2-ynyl]-amine), [Al+3].[Cl-].[Cl-].[Cl-] (AlCl3), FC1=C(C=CC=C1F)CC(=O)Cl ((2,3-Difluoro-phenyl)-acetyl chloride). Solvent: C(Cl)Cl (DCM). Conditions: time 8 hour. Product: FC1=C(C=CC=C1F)CC(=O)C1=CNC2=NC=C(C=C21)C#CCN(C)C (2-(2,3-Difluoro-phenyl)-1-[5-(3-dimethylamino-prop-1-ynyl)-1H-pyrrolo[2,3-b]pyridin-3-yl]-ethanone). RXN SMILES: [CH3:1][N:2]([CH3:15])[CH2:3][C:4]#[C:5][C:6]1[CH:7]=[C:8]2[CH:14]=[CH:13][NH:12][C:9]2=[N:10][CH:11]=1.[Al+3].[Cl-].[Cl-].[Cl-].[F:20][C:21]1[C:26]([F:27])=[CH:25][CH:24]=[CH:23][C:22]=1[CH2:28][C:29](Cl)=[O:30]>C(Cl)Cl>[F:20][C:21]1[C:26]([F:27])=[CH:25][CH:24]=[CH:23][C:22]=1[CH2:28][C:29]([C:14]1[C:8]2[C:9](=[N:10][CH:11]=[C:6]([C:5]#[C:4][CH2:3][N:2]([CH3:1])[CH3:15])[CH:7]=2)[NH:12][CH:13]=1)=[O:30] |f:1.2.3.4|. Procedure: 189 mg of crude Dimethyl-[3-(1H-pyrrolo[2,3-b]pyridin-5-yl)-prop-2-ynyl]-amine was stirred in 5 ml of DCM with AlCl3 (4 equivalents) for 30 minutes. Two equivalents of (2,3-Difluoro-phenyl)-acetyl chloride were added and the reaction was stirred in a sealed tube overnight. The LC/MS showed the reaction to be complete and was worked-up under standard conditions. Normal phase column chromatography yielded 101 mg of 2-(2,3-Difluoro-phenyl)-1-[5-(3-dimethylamino-prop-1-ynyl)-1H-pyrrolo[2,3-b]pyridin... The reactants are CC1(COc2ccc(O)cc2)OCCO1, CCOC(=O)N=NC(=O)OCC, O=C1OC(COc2ccccc2)CN1CCO, C1CCOC1, c1ccc(P(c2ccccc2)c2ccccc2)cc1. Product: CC1(COc2ccc(OCCN3CC(COc4ccccc4)OC3=O)cc2)OCCO1. RXN SMILES: [CH3:13][C:14]1([CH2:19][O:20][c:21]2[cH:22][cH:23][c:24]([OH:27])[cH:25][cH:26]2)[O:15][CH2:16][CH2:17][O:18]1.[O:1]=[C:2]([O:3][CH2:4][CH3:5])[N:6]=[N:7][C:8]([O:9][CH2:10][CH3:11])=[O:12].[O:28]([c:29]1[cH:30][cH:31][cH:32][cH:33][cH:34]1)[CH2:35][CH:36]1[CH2:37][N:38]([CH2:42][CH2:43][OH:44])[C:39](=[O:41])[O:40]1.[O:64]1[CH2:65][CH2:66][CH2:67][CH2:68]1.[c:45]1([P:46]([c:47]2[cH:48][cH:49][cH:50][cH:51][cH:52]2)[c:53]2[cH:54][cH:55][cH:56][cH:57][cH:58]2)[cH:59][cH:60][cH:61][cH:62][cH:63]1>>[CH3:13][C:14]1([CH2:19][O:20][c:21]2[cH:22][cH:23][c:24]([O:27][CH2:43][CH2:42][N:38]3[CH2:37][CH:36]([CH2:35][O:28][c:29]4[cH:30][cH:31][cH:32][cH:33][cH:34]4)[O:40][C:39]3=[O:41])[cH:25][cH:26]2)[O:15][CH2:16][CH2:17][O:18]1. Starting materials: C(=O)(O)COC=1C=C(C=CC1)CC(C)=O (m-(carboxymethoxy)phenyl acetone), Cl.C(C)N=C=NCCCN(C)C (1-ethyl-3-(3-dimethylaminopropyl)carbodiimide hydrochloride), ON1C(CCC1=O)=O (N-hydroxysuccinimide), Cl.CSSCC[NH-] (methyldithioethylamide hydrochloride), ester, ester, C(=O)(O)COC=1C=C(C=CC1)CC(C)=O (m-(carboxymethoxy)phenyl acetone), CSSCCN (methyldithioethylamine), Cl.CSSCCN (methyldithioethylamine hydrochloride), Cl.C(C)N=C=NCCCN(C)C (EDCI). Run in CN(C=O)C (N,N-dimethylformamide), O (water), C(C)N(CC)CC (triethylamine). Reaction conditions: time 8 hour. The product is CSSCC(=O)NCOC=1C=C(C=CC1)CC(C)=O (m-(methyldithioethylamidomethoxy)phenyl acetone). As a reaction SMILES: C([CH2:4][O:5][C:6]1[CH:7]=[C:8]([CH2:12][C:13](=[O:15])[CH3:14])[CH:9]=[CH:10][CH:11]=1)(O)=O.Cl.C(N=C=NCCCN(C)C)C.O[N:29]1C(=O)C[CH2:31][C:30]1=[O:35].Cl.[CH3:37][S:38][S:39]CC[NH-].CSSCCN.Cl.CSSCCN>CN(C)C=O.O.C(N(CC)CC)C>[CH3:37][S:38][S:39][CH2:31][C:30]([NH:29][CH2:4][O:5][C:6]1[CH:7]=[C:8]([CH2:12][C:13](=[O:15])[CH3:14])[CH:9]=[CH:10][CH:11]=1)=[O:35] |f:1.2,4.5,7.8|. Procedure details: To a solution of m-(carboxymethoxy)phenyl acetone (6.1 g, 0.029 mole) in N,N-dimethylformamide (56 ml, dried over molecular sieves, 3A) were added under nitrogen at 5° powdered 1-ethyl-3-(3-dimethylaminopropyl)carbodiimide hydrochloride (EDCI, 6.1 g, 0.032 mole) and N-hydroxysuccinimide (3.7 g, 0.032 mole). The resulting reaction mixture was then allowed to stir at 5° overnight. The complete formation of N-hydroxysuccinimic ester was observed. To the methyldithioethylamide hydrochloride (4.7 g, ... Starting materials: C(C)OC(=O)CCCOC=1C(=CC=2C(CCC(C2C1)(C)C)(C)C)[Se]C1=NC=C(C(=O)OCC)C=C1 (ethyl 6-[3-(3-ethoxycarbonylpropoxy)-5,5,8,8-tetramethyl-5,6,7,8-tetrahydro-2-naphthylselanyl]nicotinate), [OH-].[Na+] (sodium hydroxide), white powder. The solvent is C(C)O (ethanol). Yields the product C(=O)(O)CCCOC=1C(=CC=2C(CCC(C2C1)(C)C)(C)C)[Se]C1=NC=C(C(=O)O)C=C1 (6-[3-(3-Carboxypropoxy)-5,5,8,8-tetramethyl-5,6,7,8-tetrahydro-2-naphthylselanyl]nicotinic acid). As a reaction SMILES: C([O:3][C:4]([CH2:6][CH2:7][CH2:8][O:9][C:10]1[C:11]([Se:24][C:25]2[CH:35]=[CH:34][C:28]([C:29]([O:31]CC)=[O:30])=[CH:27][N:26]=2)=[CH:12][C:13]2[C:14]([CH3:23])([CH3:22])[CH2:15][CH2:16][C:17]([CH3:21])([CH3:20])[C:18]=2[CH:19]=1)=[O:5])C.[OH-].[Na+]>C(O)C>[C:4]([CH2:6][CH2:7][CH2:8][O:9][C:10]1[C:11]([Se:24][C:25]2[CH:35]=[CH:34][C:28]([C:29]([OH:31])=[O:30])=[CH:27][N:26]=2)=[CH:12][C:13]2[C:14]([CH3:23])([CH3:22])[CH2:15][CH2:16][C:17]([CH3:21])([CH3:20])[C:18]=2[CH:19]=1)([OH:5])=[O:3] |f:1.2|. Reported procedure: In a manner similar to that of Example 2, by reaction of 340 mg (0.62 mmol) of ethyl 6-[3-(3-ethoxycarbonylpropoxy)-5,5,8,8-tetramethyl-5,6,7,8-tetrahydro-2-naphthylselanyl]nicotinate with 250 mg (62.2 mmol) of sodium hydroxide in ethanol (10 ml), 211 mg (69%) of a white powder are obtained. m.p.: 177° C. The reactants are CC(=O)C1=CC=C(C=C1)Br (4-bromoacetophenone), S(O)(O)(=O)=O (sulfuric acid), S(=O)(=O)([O-])OS(=O)(=O)[O-].[K+].[K+] (potassium disulfate). The yield is 79.7%. As a reaction SMILES: [CH3:1][C:2]([C:4]1[CH:9]=[CH:8][C:7]([Br:10])=[CH:6][CH:5]=1)=O.S(=O)(=O)(O)O.S(OS([O-])(=O)=O)([O-])(=O)=O.[K+].[K+]>C(O)C>[Br:10][C:7]1[CH:8]=[CH:9][C:4]([C:2]2[CH:1]=[C:2]([C:4]3[CH:9]=[CH:8][C:7]([Br:10])=[CH:6][CH:5]=3)[CH:1]=[C:2]([C:4]3[CH:9]=[CH:8][C:7]([Br:10])=[CH:6][CH:5]=3)[CH:1]=2)=[CH:5][CH:6]=1 |f:2.3.4|. Yields the product BrC1=CC=C(C=C1)C1=CC(=CC(=C1)C1=CC=C(C=C1)Br)C1=CC=C(C=C1)Br (1,3,5-tris(p-bromophenyl)benzene). Run in C(C)O (ethanol). Procedure: A mixture of 0.8 kg of 4-bromoacetophenone by Sigma-Aldrich Japan, KK., 40 ml of sulfuric acid and 1.2 kg of potassium disulfate was stirred at 180° C. for 18 hours. After stirring, 3.0 L of ethanol was added to the mixture, which was heated to reflux for 7 hours. It was then allowed to naturally cool to room temperature, producing a precipitate which was filtered out. After adding 3.0 L of water to the filtered precipitate and heating to reflux for 1 hour, the reaction mixture was allowed to na... The reactants are N=1ON=C2C1C=CC=C2C2C=1C(NC(=C2C#N)CN(C)C(=O)OC(C)(C)C)=NNC1 (4-(2,1,3-Benzoxadiazol-4-yl)-6-((N-t-butoxycarbonyl-N-methylamino)methyl)-5-cyano-4,7-dihydro-2H-pyrazolo[3,4-b]-pyridine), FC(C(=O)O)(F)F (trifluoroacetic acid). Yields the product FC(C(=O)O)(F)F.N=1ON=C2C1C=CC=C2C2C=1C(NC(=C2C#N)CNC)=NNC1 (4-(2,1,3-Benzoxadiazol-4-yl)-5-cyano-4,7-dihydro-6-((N-methylamino)methyl)-2H-pyrazolo[3,4-b]pyridine trifluoroacetate). RXN SMILES: [N:1]1[O:2][N:3]=[C:4]2[C:9]([CH:10]3[C:15]([C:16]#[N:17])=[C:14]([CH2:18][N:19](C(OC(C)(C)C)=O)[CH3:20])[NH:13][C:12]4=[N:28][NH:29][CH:30]=[C:11]34)=[CH:8][CH:7]=[CH:6][C:5]=12.[F:31][C:32]([F:37])([F:36])[C:33]([OH:35])=[O:34]>>[F:31][C:32]([F:37])([F:36])[C:33]([OH:35])=[O:34].[N:1]1[O:2][N:3]=[C:4]2[C:9]([CH:10]3[C:15]([C:16]#[N:17])=[C:14]([CH2:18][NH:19][CH3:20])[NH:13][C:12]4=[N:28][NH:29][CH:30]=[C:11]34)=[CH:8][CH:7]=[CH:6][C:5]=12 |f:2.3|. Procedure details: 4-(2,1,3-Benzoxadiazol-4-yl)-6-((N-t-butoxycarbonyl-N-methylamino)methyl)-5-cyano-4,7-dihydro-2H-pyrazolo[3,4-b]-pyridine (0.6 g) was added to trifluoroacetic acid (10 mL) at 0° C. and the mixture was stirred for an hour. The solvent was evaporated under reduced pressure and the residue was crystallized by ethanol, and the precipitated crystals were collected by filtration to give the title compound (0.1 g) as yellow crystals.